From a dataset of the Open Reaction Database (ORD), a public repository of structured organic reaction records. describe an organic reaction: reactants, conditions, products, and yield The reactants are O (water), CC1(C(N(C(N1)=O)C(=O)C1=CC=CC2=CC=CC=C12)=O)C1=CC=CC=C1 (5-Methyl-3-naphthylcarbonyl-5-phenylimidazolidine-2,4-dione), C([O-])([O-])=O.[K+].[K+] (Potassium carbonate), BrCC(=O)OC(C)(C)C (tert-butyl bromoacetate). Solvent: C(C)(=O)OCC (ethyl acetate), CN(C)C=O (DMF). Run at time 8 hour. Product: CC1(C(N(C(N1CC(=O)OC(C)(C)C)=O)C(=O)C1=CC=CC2=CC=CC=C12)=O)C1=CC=CC=C1 (tert-Butyl (5-methyl-3-naphthylcarbonyl-2,4-dioxo-5-phenylimidazolidinyl)acetate). Reaction SMILES: [CH3:1][C:2]1([C:21]2[CH:26]=[CH:25][CH:24]=[CH:23][CH:22]=2)[NH:6][C:5](=[O:7])[N:4]([C:8]([C:10]2[C:19]3[C:14](=[CH:15][CH:16]=[CH:17][CH:18]=3)[CH:13]=[CH:12][CH:11]=2)=[O:9])[C:3]1=[O:20].Br[CH2:28][C:29]([O:31][C:32]([CH3:35])([CH3:34])[CH3:33])=[O:30].C(=O)([O-])[O-].[K+].[K+].O>CN(C=O)C.C(OCC)(=O)C>[CH3:1][C:2]1([C:21]2[CH:26]=[CH:25][CH:24]=[CH:23][CH:22]=2)[N:6]([CH2:28][C:29]([O:31][C:32]([CH3:35])([CH3:34])[CH3:33])=[O:30])[C:5](=[O:7])[N:4]([C:8]([C:10]2[C:19]3[C:14](=[CH:15][CH:16]=[CH:17][CH:18]=3)[CH:13]=[CH:12][CH:11]=2)=[O:9])[C:3]1=[O:20] |f:2.3.4|. Procedure: 5-Methyl-3-naphthylcarbonyl-5-phenylimidazolidine-2,4-dione (800 mg) was dissolved in DMF (8 mL) and tert-butyl bromoacetate (452 mg) was added. Potassium carbonate (336 mg) was further added, and the mixture was stirred at room temperature overnight. After water was added carefully to the reaction solution, ethyl acetate (200 mL) was added, followed by extraction. The resulting organic layer was washed with 1N hydrochloric acid, an aqueous saturated sodium bicarbonate solution and a saturated b... The reactants are Cl.NC1=CC(=CC2=CC=C(C=C12)OC)C(C)=O (1-(4-amino-6-methoxynaphthalen-2-yl)ethanone hydrochloride), Cl.ClCCNCCCl (bis(2-chloroethyl)amine hydrochloride), [OH-].[K+] (potassium hydroxide), C(C)(C)N(CC)C(C)C (diisopropylethylamine). Run in O (water), C1(=CC=CC=C1)C (toluene). Run at temperature 120 celsius, time 8 hour. Yields the product COC=1C=C2C(=CC(=CC2=CC1)C(C)=O)N1CCNCC1 (1-(6-methoxy-4-(piperazin-1-yl)naphthalen-2-yl)ethanone). As a reaction SMILES: Cl.[NH2:2][C:3]1[C:12]2[C:7](=[CH:8][CH:9]=[C:10]([O:13][CH3:14])[CH:11]=2)[CH:6]=[C:5]([C:15](=[O:17])[CH3:16])[CH:4]=1.Cl.Cl[CH2:20][CH2:21][NH:22][CH2:23][CH2:24]Cl.C(N(C(C)C)CC)(C)C.[OH-].[K+]>O.C1(C)C=CC=CC=1>[CH3:14][O:13][C:10]1[CH:11]=[C:12]2[C:7](=[CH:8][CH:9]=1)[CH:6]=[C:5]([C:15](=[O:17])[CH3:16])[CH:4]=[C:3]2[N:2]1[CH2:24][CH2:23][NH:22][CH2:21][CH2:20]1 |f:0.1,2.3,5.6|. Procedure: 1-(4-amino-6-methoxynaphthalen-2-yl)ethanone hydrochloride (3) (3.0 g) and bis(2-chloroethyl)amine hydrochloride (2.54 g) were charged in a flask and to them was added toluene (100 ml) and diisopropylethylamine (6.5 ml). The reaction was heated to 120° C. and allowed to stir overnight. Upon completion, 5 N aqueous potassium hydroxide (50 ml) and water (100 ml) were added and the reaction was allowed to stir for 2 hours at room temperature. The liquids were decanted and to them was added concentr... Starting materials: [N+](=O)(O)[O-] (nitric acid), CCOCC (ether), C1(=C(C=CC=C1)OC(C)C)C (isopropyl ortho-tolyl ether), C(C)(=O)OC(C)=O (acetic anhydride). The solvent is C(C)(=O)O (acetic acid), C(C)(=O)O (acetic acid), O (water). Run at temperature 6 celsius, time 12 hour. Yields the product C(C)(C)OC1=C(C=C(C=C1)[N+](=O)[O-])C (2-isopropoxy-5-nitrotoluene). RXN SMILES: CCOCC.[C:6]1([CH3:16])[CH:11]=[CH:10][CH:9]=[CH:8][C:7]=1[O:12][CH:13]([CH3:15])[CH3:14].C(OC(=O)C)(=O)C.[N+:24]([O-])([OH:26])=[O:25]>C(O)(=O)C.O>[CH:13]([O:12][C:7]1[CH:8]=[CH:9][C:10]([N+:24]([O-:26])=[O:25])=[CH:11][C:6]=1[CH3:16])([CH3:14])[CH3:15]. Reported procedure: To a chilled (6° C.) solution containing 31.8 g (0.2 mole) of the ether prepared as in (a) above and 28.7 g of acetic anhydride in 200 ml of glacial acetic acid was added dropwise a solution of 13.9 g (0.22 mole) of 90% nitric acid in 100 ml of glacial acetic acid. The reaction mixture was allowed to stand at ambient temperature for 12 hours, poured into water and extracted with methylene chloride. The extract was washed with 5% sodium carbonate, water, dried, and concentrated to give 21.8 g of ...